Dataset: the Open Reaction Database (ORD), a public repository of structured organic reaction records. Task: describe an organic reaction: reactants, conditions, products, and yield Starting materials: C(=O)NC=1SC=C(N1)C(C(=O)NC1[C@@H]2N(C(=CCS2)C(=O)OCC2=CC=C(C=C2)[N+](=O)[O-])C1=O)=NOC (p-nitrobenzyl 7-{2-(2-formamido-4-thiazolyl)-2-methoxyiminoacetamido}-3-cephem-4-carboxylate). The reagents and catalysts are [C].[Pd] (palladium carbon). Run in CO (methanol), O1CCCC1 (tetrahydrofuran). Reaction conditions: time 3.5 hour. Product: C(=O)NC=1SC=C(N1)C(C(=O)NC1[C@@H]2N(C(=CCS2)C(=O)O)C1=O)=NOC (7-{2-(2-formamido-4-thiazolyl)-2-methoxyiminoacetamido}-3-cephem-4-carboxylic acid). The yield is 63.8%. As a reaction SMILES: [CH:1]([NH:3][C:4]1[S:5][CH:6]=[C:7]([C:9](=[N:35][O:36][CH3:37])[C:10]([NH:12][CH:13]2[C:33](=[O:34])[N:15]3[C:16]([C:20]([O:22]CC4C=CC([N+]([O-])=O)=CC=4)=[O:21])=[CH:17][CH2:18][S:19][C@H:14]23)=[O:11])[N:8]=1)=[O:2]>CO.O1CCCC1.[C].[Pd]>[CH:1]([NH:3][C:4]1[S:5][CH:6]=[C:7]([C:9](=[N:35][O:36][CH3:37])[C:10]([NH:12][CH:13]2[C:33](=[O:34])[N:15]3[C:16]([C:20]([OH:22])=[O:21])=[CH:17][CH2:18][S:19][C@H:14]23)=[O:11])[N:8]=1)=[O:2] |f:3.4|. Procedure details: To a solution of p-nitrobenzyl 7-{2-(2-formamido-4-thiazolyl)-2-methoxyiminoacetamido}-3-cephem-4-carboxylate (syn isomer, 1.25 g.) in methanol (40 ml.) and tetrahydrofuran (50 ml.) was added 10% palladium carbon (0.65 g.), and the mixture was subjected to catalytic reduction at room temperature under atmospheric pressure for 3.5 hours. After removing the catalyst from the reaction mixture, the filtrate was concentrated under reduced pressure. Water (80 ml.) was added to the residue, and the mix... Reactants: CC(C)(C(O)c1ccc2ccccc2c1)[N+](=O)[O-], O, O=S(Cl)Cl. The product is CC(C)(C(Cl)c1ccc2ccccc2c1)[N+](=O)[O-]. RXN SMILES: [CH3:1][C:2]([CH:3]([OH:4])[c:5]1[cH:6][c:7]2[cH:8][cH:9][cH:10][cH:11][c:12]2[cH:13][cH:14]1)([CH3:15])[N+:16](=[O:17])[O-:18].[OH2:23].[S:19]([Cl:20])([Cl:21])=[O:22]>>[CH3:1][C:2]([CH:3]([c:5]1[cH:6][c:7]2[cH:8][cH:9][cH:10][cH:11][c:12]2[cH:13][cH:14]1)[Cl:21])([CH3:15])[N+:16](=[O:17])[O-:18]. Reaction SMILES: [C:33]([BH3-:34])#[N:35].[CH2:1]([CH3:2])[O:3][C:4](=[O:5])[CH:6]1[O:7][c:8]2[cH:9][cH:10][cH:11][c:12]([O:18][CH3:19])[c:13]2[CH:14]=[C:15]1[CH:16]=[O:17].[CH3:20][O:21][C:22]([CH:23]([CH2:24][CH:25]1[CH2:26][CH2:27][CH2:28][CH2:29][CH2:30]1)[NH2:31])=[O:32].[CH3:37][C:38](=[O:39])[OH:40].[CH3:41][OH:42].[Na+:36]>>[CH2:1]([CH3:2])[O:3][C:4](=[O:5])[CH:6]1[O:7][c:8]2[cH:9][cH:10][cH:11][c:12]([O:18][CH3:19])[c:13]2[CH:14]=[C:15]1[CH2:16][NH:31][CH:23]([C:22]([O:21][CH3:20])=[O:32])[CH2:24][CH:25]1[CH2:26][CH2:27][CH2:28][CH2:29][CH2:30]1. Starting materials: [BH3-]C#N, CCOC(=O)C1Oc2cccc(OC)c2C=C1C=O, COC(=O)C(N)CC1CCCCC1, CC(=O)O, CO, [Na+]. Product: CCOC(=O)C1Oc2cccc(OC)c2C=C1CNC(CC1CCCCC1)C(=O)OC. The reactants are ClC=1C(=CC(N(C1)C(C(=O)NC1=CC=C(C(=O)OC(C)(C)C)C=C1)CCOC)=O)C1=C(C=CC(=C1)Cl)C#N (tert-butyl 4-({2-[5-chloro-4-(5-chloro-2-cyanophenyl)-2-oxopyridin-1(2H)-yl]-4-methoxybutanoyl}amino)benzoate), C(=O)(C(F)(F)F)O (TFA). Yields the product ClC=1C(=CC(N(C1)C(C(=O)NC1=CC=C(C(=O)O)C=C1)CCOC)=O)C1=C(C=CC(=C1)Cl)C#N (4-({2-[5-Chloro-4-(5-chloro-2-cyanophenyl)-2-oxopyridin-1(2H)-yl]-4-methoxybutanoyl}amino)-benzoic acid). RXN SMILES: [Cl:1][C:2]1[C:3]([C:30]2[CH:35]=[C:34]([Cl:36])[CH:33]=[CH:32][C:31]=2[C:37]#[N:38])=[CH:4][C:5](=[O:29])[N:6]([CH:8]([CH2:25][CH2:26][O:27][CH3:28])[C:9]([NH:11][C:12]2[CH:24]=[CH:23][C:15]([C:16]([O:18]C(C)(C)C)=[O:17])=[CH:14][CH:13]=2)=[O:10])[CH:7]=1.C(O)(C(F)(F)F)=O>>[Cl:1][C:2]1[C:3]([C:30]2[CH:35]=[C:34]([Cl:36])[CH:33]=[CH:32][C:31]=2[C:37]#[N:38])=[CH:4][C:5](=[O:29])[N:6]([CH:8]([CH2:25][CH2:26][O:27][CH3:28])[C:9]([NH:11][C:12]2[CH:13]=[CH:14][C:15]([C:16]([OH:18])=[O:17])=[CH:23][CH:24]=2)=[O:10])[CH:7]=1. Procedure: 438 mg (0.76 mmol) of tert-butyl 4-({2-[5-chloro-4-(5-chloro-2-cyanophenyl)-2-oxopyridin-1(2H)-yl]-4-methoxybutanoyl}amino)benzoate (racemate) were hydrolysed with TFA according to General Method 2. The crude product was purified by preparative HPLC (Reprosil C18, water/acetonitrile gradient). Yield: 123 mg (32% of theory) Reactants: COc1ccc2c(c1)N(C1CCN(Cc3ccccc3)CC1)CC2, Cc1ccccc1, CC(Cl)OC(=O)Cl. Yields the product COc1ccc2c(c1)N(C1CCNCC1)CC2. RXN SMILES: [CH2:8]([c:9]1[cH:10][cH:11][cH:12][cH:13][cH:14]1)[N:15]1[CH2:16][CH2:17][CH:18]([N:21]2[CH2:22][CH2:23][c:24]3[cH:25][cH:26][c:27]([O:30][CH3:31])[cH:28][c:29]32)[CH2:19][CH2:20]1.[CH3:32][c:33]1[cH:34][cH:35][cH:36][cH:37][cH:38]1.[Cl:1][C:2]([O:3][CH:4]([Cl:5])[CH3:6])=[O:7]>>[NH:15]1[CH2:16][CH2:17][CH:18]([N:21]2[CH2:22][CH2:23][c:24]3[cH:25][cH:26][c:27]([O:30][CH3:31])[cH:28][c:29]32)[CH2:19][CH2:20]1. The reactants are NC1=CC=C(C=C1)C(CC(=O)C=1C=CC(N(C1)C)=O)C1=C(C=C(C=C1)Cl)C (5-[3-(4-amino-phenyl)-3-(4-chloro-2-methyl-phenyl)-propionyl]-1-methyl-1H-pyridin-2-one), CS(=O)(=O)Cl (methanesulfonyl chloride). Solvent: N1=CC=CC=C1 (pyridine). Run at time 3 hour. The product is ClC1=CC(=C(C=C1)C(CC(=O)C1=CN(C(C=C1)=O)C)C1=CC=C(C=C1)NS(=O)(=O)C)C (N-{4-[1-(4-Chloro-2-methyl-phenyl)-3-(1-methyl-6-oxo-1,6-dihydro-pyridin-3-yl)-3-oxo-propyl]-phenyl}-methanesulfonamide). The yield is 64.1%. As a reaction SMILES: [NH2:1][C:2]1[CH:7]=[CH:6][C:5]([CH:8]([C:20]2[CH:25]=[CH:24][C:23]([Cl:26])=[CH:22][C:21]=2[CH3:27])[CH2:9][C:10]([C:12]2[CH:13]=[CH:14][C:15](=[O:19])[N:16]([CH3:18])[CH:17]=2)=[O:11])=[CH:4][CH:3]=1.[CH3:28][S:29](Cl)(=[O:31])=[O:30]>N1C=CC=CC=1>[Cl:26][C:23]1[CH:24]=[CH:25][C:20]([CH:8]([C:5]2[CH:6]=[CH:7][C:2]([NH:1][S:29]([CH3:28])(=[O:31])=[O:30])=[CH:3][CH:4]=2)[CH2:9][C:10]([C:12]2[CH:13]=[CH:14][C:15](=[O:19])[N:16]([CH3:18])[CH:17]=2)=[O:11])=[C:21]([CH3:27])[CH:22]=1. Procedure: In a 10 mL round-bottomed flask 5-[3-(4-amino-phenyl)-3-(4-chloro-2-methyl-phenyl)-propionyl]-1-methyl-1H-pyridin-2-one (88 mg) and methanesulfonyl chloride (40.1 mg) were combined with pyridine (0.87 mL) to give a brown solution. The reaction mixture was stirred at room temperature for 3 h. The crude reaction mixture was concentrated in vacuo. The reaction mixture was extracted 3× with ethyl acetate, the organic layers were washed 3× with water and dried over magnesium sulfate and concentrated ... Starting materials: OC=1C=C(OC=2SC(=CN2)C2=NOC(=C2)C(C)N2C(C3=CC=CC=C3C2=O)=O)C=CC1 (2-(1-{3-[2-(3-hydroxyphenoxy)-1,3-thiazol-5-yl]isoxazol-5-yl}ethyl)-1H-isoindole-1,3(2H)-dione), C(C)(C)O (isopropanol), C1(=CC=CC=C1)P(C1=CC=CC=C1)C1=CC=CC=C1 (triphenylphosphine), N(=NC(=O)OCC)C(=O)OCC (diethyl azodicarboxylate). Run in O1CCCC1 (tetrahydrofuran). Conditions: time 16 hour. Product: C(C)(C)OC=1C=C(OC=2SC(=CN2)C2=NOC(=C2)C(C)N2C(C3=CC=CC=C3C2=O)=O)C=CC1 (2-(1-{3-[2-(3-isopropoxyphenoxy)-1,3-thiazol-5-yl]isoxazol-5-yl}ethyl)-1H-isoindole-1,3(2H)-dione). Isolated yield 84.1%. RXN SMILES: [OH:1][C:2]1[CH:3]=[C:4]([CH:29]=[CH:30][CH:31]=1)[O:5][C:6]1[S:7][C:8]([C:11]2[CH:15]=[C:14]([CH:16]([N:18]3[C:26](=[O:27])[C:25]4[C:20](=[CH:21][CH:22]=[CH:23][CH:24]=4)[C:19]3=[O:28])[CH3:17])[O:13][N:12]=2)=[CH:9][N:10]=1.[CH:32](O)([CH3:34])[CH3:33].C1(P(C2C=CC=CC=2)C2C=CC=CC=2)C=CC=CC=1.N(C(OCC)=O)=NC(OCC)=O>O1CCCC1>[CH:32]([O:1][C:2]1[CH:3]=[C:4]([CH:29]=[CH:30][CH:31]=1)[O:5][C:6]1[S:7][C:8]([C:11]2[CH:15]=[C:14]([CH:16]([N:18]3[C:26](=[O:27])[C:25]4[C:20](=[CH:21][CH:22]=[CH:23][CH:24]=4)[C:19]3=[O:28])[CH3:17])[O:13][N:12]=2)=[CH:9][N:10]=1)([CH3:34])[CH3:33]. Procedure: To a solution of Example 86F (250 mg, 0.68 mmol), isopropanol (78 μL, 1.02 mmol) and triphenylphosphine (267 mg, 1.02 mmol) in tetrahydrofuran (5 mL) was added diethyl azodicarboxylate (175 μL, 1.02 mmol) at 25° C. The reaction was stirred for 16 hours and concentrated. The concentrate was purified by flash chromatography on silica gel eluting with a solvent gradient from 10% to 30% ethyl acetate in hexanes to provide 272 mg of the title compound (84%) as a off-white solid. 1H NMR (300 MHz, DMSO...